describe an organic reaction: reactants, conditions, products, and yield From a dataset of the Open Reaction Database (ORD), a public repository of structured organic reaction records. Starting materials: BrC=1C=NC=CC1 (3-bromopyridine), BrC=1C=NC=CC1 (3-bromopyridine), C(C)OCC (diethyl ether), C(CCC)[Li] (butyllithium), ClC1=C(C=O)C=CC(=C1)Cl (2,4-dichlorobenzaldehyde), ClC1=C(C=O)C=CC(=C1)Cl (2,4-dichlorobenzaldehyde). The solvent is O1CCCC1 (tetrahydrofuran), O1CCCC1 (tetrahydrofuran). Reaction conditions: temperature -120 celsius, time 45 minute. Yields the product N1=CC(=CC=C1)C(O)C1=C(C=C(C=C1)Cl)Cl (3-pyridyl-2,4-dichlorophenyl-carbinol). RXN SMILES: C(OCC)C.C([Li])CCC.Br[C:12]1[CH:13]=[N:14][CH:15]=[CH:16][CH:17]=1.[Cl:18][C:19]1[CH:26]=[C:25]([Cl:27])[CH:24]=[CH:23][C:20]=1[CH:21]=[O:22]>O1CCCC1>[N:14]1[CH:15]=[CH:16][CH:17]=[C:12]([CH:21]([C:20]2[CH:23]=[CH:24][C:25]([Cl:27])=[CH:26][C:19]=2[Cl:18])[OH:22])[CH:13]=1. Reported procedure: To a 500 ml 3-neck round bottom flask equipped with an addition funnel, septum, thermometer and an argon inlet was added 150 ml of anhydrous diethyl ether and 94 ml of 1.6 molar butyllithium solution (in hexane). The system was cooled to -120° C. and 14.5 ml of 3-bromopyridine in 75 ml of tetrahydrofuran was added over 1 hour. After addition of the 3-bromopyridine, the system was stirred for an additional 45 minutes. At this time, 26.25 gm of 2,4-dichlorobenzaldehyde in 75 ml of tetrahydrofuran ... The reactants are O=C(O)C(F)(F)F, CC(C)(C)CN1Cc2c(ccc3[nH]ncc23)CC(N)C1=O, O=C1NC(c2ccccc2)=NC12CCNCC2. The product is CC(C)(C)CN1Cc2c(ccc3[nH]ncc23)CC(NC(=O)N2CCC3(CC2)N=C(c2ccccc2)NC3=O)C1=O. RXN SMILES: [F:1][C:2]([C:3](=[O:4])[OH:7])([F:5])[F:6].[NH2:25][CH:26]1[CH2:27][c:28]2[c:29]([c:30]3[cH:31][n:32][nH:33][c:34]3[cH:35][cH:36]2)[CH2:37][N:38]([CH2:41][C:42]([CH3:43])([CH3:44])[CH3:45])[C:39]1=[O:40].[c:8]1([C:14]2=[N:15][C:16]3([C:17](=[O:19])[NH:18]2)[CH2:20][CH2:21][NH:22][CH2:23][CH2:24]3)[cH:9][cH:10][cH:11][cH:12][cH:13]1>>[C:3](=[O:4])([N:22]1[CH2:21][CH2:20][C:16]2([N:15]=[C:14]([c:8]3[cH:9][cH:10][cH:11][cH:12][cH:13]3)[NH:18][C:17]2=[O:19])[CH2:24][CH2:23]1)[NH:25][CH:26]1[CH2:27][c:28]2[c:29]([c:30]3[cH:31][n:32][nH:33][c:34]3[cH:35][cH:36]2)[CH2:37][N:38]([CH2:41][C:42]([CH3:43])([CH3:44])[CH3:45])[C:39]1=[O:40].